Dataset: the Open Reaction Database (ORD), a public repository of structured organic reaction records. Task: describe an organic reaction: reactants, conditions, products, and yield Starting materials: C1(CCCCCC1)=NO (cycloheptanone oxime), ClC1=CC(=C(C=C1)C1CCN(CC1)CCCC(=O)OCC)C (ethyl 4-(4-(4-chloro-2-methylphenyl)piperidin-1-yl)-n-butyrate). The product is ClC1=CC(=C(C=C1)C1CCN(CC1)CCCC1=C2C(=NO1)CCCCC2)C (3-(3-(4-(4-chloro-2-methylphenyl)piperidin-1-yl)propyl)-5,6,7,8-tetrahydro-4H-cyclohepta[c]isoxazole). Reaction SMILES: [C:1]1(=[N:8][OH:9])[CH2:7][CH2:6][CH2:5][CH2:4][CH2:3][CH2:2]1.[Cl:10][C:11]1[CH:16]=[CH:15][C:14]([CH:17]2[CH2:22][CH2:21][N:20]([CH2:23][CH2:24][CH2:25][C:26](OCC)=O)[CH2:19][CH2:18]2)=[C:13]([CH3:31])[CH:12]=1>>[Cl:10][C:11]1[CH:16]=[CH:15][C:14]([CH:17]2[CH2:22][CH2:21][N:20]([CH2:23][CH2:24][CH2:25][C:26]3[O:9][N:8]=[C:1]4[CH2:7][CH2:6][CH2:5][CH2:4][CH2:3][C:2]=34)[CH2:19][CH2:18]2)=[C:13]([CH3:31])[CH:12]=1. Procedure details: By the same reaction and treatment as in Example 48 using cycloheptanone oxime and ethyl 4-(4-(4-chloro-2-methylphenyl)piperidin-1-yl)-n-butyrate, 3-(3-(4-(4-chloro-2-methylphenyl)piperidin-1-yl)propyl)-5,6,7,8-tetrahydro-4H-cyclohepta[c]isoxazole is obtained. Reactants: O=C(O)CCc1ccc(Cl)c(Cl)c1, O=S(Cl)Cl. Product: O=C1CCc2cc(Cl)c(Cl)cc21. As a reaction SMILES: [Cl:1][c:2]1[cH:3][c:4]([CH2:9][CH2:10][C:11](=[O:12])[OH:13])[cH:5][cH:6][c:7]1[Cl:8].[S:14]([Cl:15])([Cl:16])=[O:17]>>[Cl:1][c:2]1[cH:3][c:4]2[c:5]([cH:6][c:7]1[Cl:8])[C:11](=[O:13])[CH2:10][CH2:9]2. Product: COc1ccccc1-c1cnc2[nH]cc(-c3ccccc3OC)c2n1. Reactants: COc1ccccc1-c1cnc2c(n1)c(-c1ccccc1OC)cn2S(=O)(=O)c1ccc(C)cc1, CO, [Na+], [OH-], O. Reaction SMILES: [CH3:1][O:2][c:3]1[c:4](-[c:9]2[n:10][c:11]3[c:12]([n:13][cH:14]2)[n:15]([S:26]([c:27]2[cH:28][cH:29][c:30]([CH3:31])[cH:32][cH:33]2)(=[O:34])=[O:35])[cH:16][c:17]3-[c:18]2[c:19]([O:24][CH3:25])[cH:20][cH:21][cH:22][cH:23]2)[cH:5][cH:6][cH:7][cH:8]1.[CH3:38][OH:39].[Na+:37].[OH-:36].[OH2:40]>>[CH3:1][O:2][c:3]1[c:4](-[c:9]2[n:10][c:11]3[c:12]([n:13][cH:14]2)[nH:15][cH:16][c:17]3-[c:18]2[c:19]([O:24][CH3:25])[cH:20][cH:21][cH:22][cH:23]2)[cH:5][cH:6][cH:7][cH:8]1. Reported procedure: In 23 ml of benzene are dissolved 4.0 g (13.27 mM) of 3-(N-tridecylcarbamoyloxy)propanol prepared from 9.12 g of myristic acid as in Example 18 and 4.82 g (19.90 mM) of 2-bromoethyl phosphorodichloridate. To the solution is added dropwise 1.57 g (19.90 mM) of pyridine, and the mixture is stirred at room temperature. As in Example 20, the reaction mixture is hydrolyzed, converted to a quaternary ammonium compound, dehalogenated and purified by silica gel chromatography to give the contemplated co... Reactants: N1=CC=CC=C1 (pyridine), C(CCCCCCCCCCCCC)(=O)O (myristic acid), P(OCCBr)(=O)(Cl)Cl (2-bromoethyl phosphorodichloridate), quaternary ammonium, C(CCCCCCCCCCCC)NC(=O)OCCCO (3-(N-tridecylcarbamoyloxy)propanol), C1=CC=CC=C1 (benzene). RXN SMILES: [CH2:1]([NH:14][C:15]([O:17][CH2:18][CH2:19][CH2:20][OH:21])=[O:16])[CH2:2][CH2:3][CH2:4][CH2:5][CH2:6][CH2:7][CH2:8][CH2:9][CH2:10][CH2:11][CH2:12][CH3:13].[C:22]([OH:37])(=O)[CH2:23]CCCCCCCCCCCC.[P:38](Cl)(Cl)(=[O:43])[O:39]CCBr.[N:46]1[CH:51]=CC=C[CH:47]=1.[CH:52]1C=CC=CC=1>>[P:38]([O-:39])([O:37][CH2:22][CH2:23][N+:46]([CH3:51])([CH3:52])[CH3:47])([O:21][CH2:20][CH2:19][CH2:18][O:17][C:15](=[O:16])[NH:14][CH2:1][CH2:2][CH2:3][CH2:4][CH2:5][CH2:6][CH2:7][CH2:8][CH2:9][CH2:10][CH2:11][CH2:12][CH3:13])=[O:43]. The product is P(=O)(OCCCOC(NCCCCCCCCCCCCC)=O)(OCC[N+](C)(C)C)[O-] (3-(N-Tridecylcarbamoyloxy)propyl 2-trimethylammonioethyl phosphate). Product: C(#N)[C@H](CC(=O)[O-])CC(C)C.[K+] (potassium (S)-3-cyano-5-methylhexanoate). Reaction SMILES: [CH2:1]([CH:5]([CH2:8][C:9]#N)[C:6]#[N:7])[CH:2]([CH3:4])[CH3:3].[OH-:11].[K+:12].[OH2:13]>>[C:6]([C@@H:5]([CH2:1][CH:2]([CH3:4])[CH3:3])[CH2:8][C:9]([O-:13])=[O:11])#[N:7].[K+:12] |f:1.2,4.5|. Starting materials: Two, [OH-].[K+] (KOH), O (water), C(C(C)C)C(C#N)CC#N (2-isobutyl-succinonitrile), C2. Run at temperature 30 celsius, time 24 hour. The yield is 31.3%. Procedure: Two 125 mL jacketed reaction vessels maintained at 30° C. were each charged with 2-isobutyl-succinonitrile (6.81 g), NIT-102 C2 (1.70 g) and 118.2 mL of reaction buffer. After stirring for 24 h, the product mixtures were decanted, leaving the enzyme catalyst in the reaction vessels. Reaction buffer (20 mL) was added to the each reaction vessel, stirred for approximately 2 min., and then decanted and added to the product mixtures. Reactions were repeated by adding 2-isobutyl-succinonitrile (6.81 ... Reported procedure: The object product (82 mg, 41%) was obtained in the same manner as in Example 1 and using 3-chloro-6-(3-methyl-1,2,4-thiadiazol-5-yl)pyridazine (120 mg), 3H-spiro[2-benzofuran-1,3′-pyrrolidine] (100 mg) and potassium carbonate (138 mg). Yields the product CC1=NSC(=N1)C1=CC=C(N=N1)N1CC2(CC1)OCC1=C2C=CC=C1 (1′-[6-(3-methyl-1,2,4-thiadiazol-5-yl)pyridazin-3-yl]-3H-spiro[2-benzofuran-1,3′-pyrrolidine]). Reaction SMILES: Cl[C:2]1[N:3]=[N:4][C:5]([C:8]2[S:12][N:11]=[C:10]([CH3:13])[N:9]=2)=[CH:6][CH:7]=1.[NH:14]1[CH2:18][CH2:17][C:16]2([C:22]3[CH:23]=[CH:24][CH:25]=[CH:26][C:21]=3[CH2:20][O:19]2)[CH2:15]1.C(=O)([O-])[O-].[K+].[K+]>>[CH3:13][C:10]1[N:9]=[C:8]([C:5]2[N:4]=[N:3][C:2]([N:14]3[CH2:18][CH2:17][C:16]4([C:22]5[CH:23]=[CH:24][CH:25]=[CH:26][C:21]=5[CH2:20][O:19]4)[CH2:15]3)=[CH:7][CH:6]=2)[S:12][N:11]=1 |f:2.3.4|. The reactants are product, C([O-])([O-])=O.[K+].[K+] (potassium carbonate), ClC=1N=NC(=CC1)C1=NC(=NS1)C (3-chloro-6-(3-methyl-1,2,4-thiadiazol-5-yl)pyridazine), N1CC2(CC1)OCC1=C2C=CC=C1 (3H-spiro[2-benzofuran-1,3′-pyrrolidine]).